Dataset: the Open Reaction Database (ORD), a public repository of structured organic reaction records. Task: describe an organic reaction: reactants, conditions, products, and yield Reactants: CN(C=1OC2=C(N1)C=C(C=C2)[N+](=O)[O-])CC2CN(CC2)C (rac-methyl-(1-methyl-pyrrolidin-3-ylmethyl)-(5-nitro-benzooxazol-2-yl)-amine). Reagents/catalysts: [Fe] (Fe). Solvent: C(C)(=O)O (acetic acid). Reaction conditions: temperature 40 celsius, time 3 hour. Product: CN(C=1OC2=C(N1)C=C(C=C2)N)CC2CN(CC2)C (Rac-N2-Methyl-N2-(1-methyl-pyrrolidin-3-ylmethyl)-benzooxazole-2,5-diamine). The yield is 68.9%. As a reaction SMILES: [CH3:1][N:2]([CH2:15][CH:16]1[CH2:20][CH2:19][N:18]([CH3:21])[CH2:17]1)[C:3]1[O:4][C:5]2[CH:11]=[CH:10][C:9]([N+:12]([O-])=O)=[CH:8][C:6]=2[N:7]=1>C(O)(=O)C.[Fe]>[CH3:1][N:2]([CH2:15][CH:16]1[CH2:20][CH2:19][N:18]([CH3:21])[CH2:17]1)[C:3]1[O:4][C:5]2[CH:11]=[CH:10][C:9]([NH2:12])=[CH:8][C:6]=2[N:7]=1. Procedure: Dissolve rac-methyl-(1-methyl-pyrrolidin-3-ylmethyl)-(5-nitro-benzooxazol-2-yl)-amine (1.48 g, 5.09 mmol) in acetic acid (90 mL) and add Fe (1.42 g, 25.4 mmol) to the solution. Stir the mixture at 40° C. for 3 h. Filter the reaction mixture through Celite® and wash with H2O/MeOH. Concentrate the reaction mixture in vacuo. Subject the residue to silica gel flash column chromatography (120 g column, 10% 2N NH3 in MeOH/CH2Cl2) to yield the desired product (0.913 g, 69%). mass spectrum (m/e): 261.2 ... The reactants are C1CCOC1, Cl, CCOC(=O)N=NC(=O)OCC, OCc1c[nH]cn1, O=C1c2ccccc2C(=O)N1O, c1ccc(P(c2ccccc2)c2ccccc2)cc1. The product is O=C1c2ccccc2C(=O)N1OCc1c[nH]cn1. As a reaction SMILES: [CH2:52]1[O:53][CH2:54][CH2:55][CH2:56]1.[ClH:1].[O:40]=[C:41]([O:42][CH2:43][CH3:44])[N:45]=[N:46][C:47]([O:48][CH2:49][CH3:50])=[O:51].[OH:2][CH2:3][c:4]1[n:5][cH:6][nH:7][cH:8]1.[OH:9][N:10]1[C:11](=[O:20])[c:12]2[c:13]([cH:16][cH:17][cH:18][cH:19]2)[C:14]1=[O:15].[c:21]1([P:22]([c:23]2[cH:24][cH:25][cH:26][cH:27][cH:28]2)[c:29]2[cH:30][cH:31][cH:32][cH:33][cH:34]2)[cH:35][cH:36][cH:37][cH:38][cH:39]1>>[O:2]([CH2:3][c:4]1[n:5][cH:6][nH:7][cH:8]1)[N:10]1[C:11](=[O:20])[c:12]2[c:13]([cH:16][cH:17][cH:18][cH:19]2)[C:14]1=[O:15]. Reactants: C(CCC)C1=NOC(=C1/C=C/C=1SC(=C(N1)C)C(=O)O)C (2-[(E)-2-(3-butyl-5-methyl-isoxazol-4-yl)-vinyl]-4-methyl-thiazole-5-carboxylic acid), CC(C(F)(F)F)N (L-2,2,2,-trifluoro-1-(methyl)ethylamine). Yields the product FC([C@@H](C)NC(=O)C1=C(N=C(S1)\C=C\C=1C(=NOC1C)CCCC)C)(F)F (2-[(E)-2-(3-Butyl-5-methyl-isoxazol-4-yl)-vinyl]-4-methyl-thiazole-5-carboxylic acid ((R)-2,2,2-trifluoro-1-methyl-ethyl)-amide). The yield is 46.0%. RXN SMILES: [CH2:1]([C:5]1[C:9](/[CH:10]=[CH:11]/[C:12]2[S:13][C:14]([C:18]([OH:20])=O)=[C:15]([CH3:17])[N:16]=2)=[C:8]([CH3:21])[O:7][N:6]=1)[CH2:2][CH2:3][CH3:4].[CH3:22][CH:23]([NH2:28])[C:24]([F:27])([F:26])[F:25]>>[F:25][C:24]([F:27])([F:26])[C@H:23]([NH:28][C:18]([C:14]1[S:13][C:12](/[CH:11]=[CH:10]/[C:9]2[C:5]([CH2:1][CH2:2][CH2:3][CH3:4])=[N:6][O:7][C:8]=2[CH3:21])=[N:16][C:15]=1[CH3:17])=[O:20])[CH3:22]. Procedure details: As described for example 104, 2-[(E)-2-(3-butyl-5-methyl-isoxazol-4-yl)-vinyl]-4-methyl-thiazole-5-carboxylic acid (153 mg, 0.5 mmol) was converted, using L-2,2,2,-trifluoro-1-(methyl)ethylamine instead of rac-2-amino-1-butanol, to the title compound (92 mg, 46%) which was obtained as a white solid after purification by chromatography (silica, 50 to 100% ethyl acetate in heptane and recrystallization from ethyl acetate/heptane. MS: m/e=402.3 [M+H]+.